describe an organic reaction: reactants, conditions, products, and yield From a dataset of the Open Reaction Database (ORD), a public repository of structured organic reaction records. Starting materials: BrC1=CC=C(C=C1)/C(=C/CO)/C1=CC=CC=C1 ((E)-3-(4-bromophenyl)-3-phenylprop-2-en-1-ol), OC1=CC(=C(OCC(=O)OC)C=C1)C (methyl (4-hydroxy-2-methylphenoxy)acetate), C1(=CC=CC=C1)P(C1=CC=CC=C1)C1=CC=CC=C1 (triphenylphosphine), N(=NC(=O)OC(C)C)C(=O)OC(C)C (diisopropyl azodicarboxylate). Run in C1(=CC=CC=C1)C (toluene), O1CCCC1 (tetrahydrofuran). Conditions: temperature 0 celsius, time 3 hour. The product is BrC1=CC=C(C=C1)/C(=C/COC1=CC(=C(OCC(=O)OC)C=C1)C)/C1=CC=CC=C1 (methyl (E)-[4-[3-(4-bromophenyl)-3-phenylallyloxy]-2-methylphenoxy]acetate). RXN SMILES: [Br:1][C:2]1[CH:7]=[CH:6][C:5](/[C:8](/[C:12]2[CH:17]=[CH:16][CH:15]=[CH:14][CH:13]=2)=[CH:9]/[CH2:10][OH:11])=[CH:4][CH:3]=1.O[C:19]1[CH:30]=[CH:29][C:22]([O:23][CH2:24][C:25]([O:27][CH3:28])=[O:26])=[C:21]([CH3:31])[CH:20]=1.C1(P(C2C=CC=CC=2)C2C=CC=CC=2)C=CC=CC=1.N(C(OC(C)C)=O)=NC(OC(C)C)=O>C1(C)C=CC=CC=1.O1CCCC1>[Br:1][C:2]1[CH:3]=[CH:4][C:5](/[C:8](/[C:12]2[CH:13]=[CH:14][CH:15]=[CH:16][CH:17]=2)=[CH:9]/[CH2:10][O:11][C:19]2[CH:30]=[CH:29][C:22]([O:23][CH2:24][C:25]([O:27][CH3:28])=[O:26])=[C:21]([CH3:31])[CH:20]=2)=[CH:6][CH:7]=1. Procedure details: The above allyl alcohol (0.889 g, 3.0 mmol), methyl (4-hydroxy-2-methylphenoxy)acetate (0.770 g, 3.9 mmol; see below) and triphenylphosphine (1.30 g, 5 mmol) were dissolved in a mixture of anhydrous toluene (12 mL) and tetrahydrofuran (4 mL). The mixture was cooled to 0° C., kept under nitrogen and diisopropyl azodicarboxylate (0.85 g, 4.2 mmol) was added dropwise. The reaction mixture was stirred at 0° C. for 3 h and then at 25° C. for 16 h. The solvents were evaporated in vacuo and the residue... Reactants: C(CCC)OCCOC1=CC=C(C=C1)C=1C=CC2=C(C=C(CCN2C(C)C)C(=O)OC)C1 (Methyl 7-[4-(2-butoxyethoxy)phenyl]-1-isopropyl-2,3-dihydro-1-benzazepine-4-carboxylate), [OH-].[Na+] (sodium hydroxide). Run in C1CCOC1 (THF), CO (methanol). Run at temperature 50 celsius, time 4 hour. The product is C(CCC)OCCOC1=CC=C(C=C1)C=1C=CC2=C(C=C(CCN2C(C)C)C(=O)O)C1 (7-[4-(2-butoxyethoxy)phenyl]-1-isopropyl-2,3-dihydro-1-benzazepine-4-carboxylic acid). The yield is 75.1%. As a reaction SMILES: [CH2:1]([O:5][CH2:6][CH2:7][O:8][C:9]1[CH:14]=[CH:13][C:12]([C:15]2[CH:16]=[CH:17][C:18]3[N:24]([CH:25]([CH3:27])[CH3:26])[CH2:23][CH2:22][C:21]([C:28]([O:30]C)=[O:29])=[CH:20][C:19]=3[CH:32]=2)=[CH:11][CH:10]=1)[CH2:2][CH2:3][CH3:4].[OH-].[Na+]>C1COCC1.CO>[CH2:1]([O:5][CH2:6][CH2:7][O:8][C:9]1[CH:10]=[CH:11][C:12]([C:15]2[CH:16]=[CH:17][C:18]3[N:24]([CH:25]([CH3:27])[CH3:26])[CH2:23][CH2:22][C:21]([C:28]([OH:30])=[O:29])=[CH:20][C:19]=3[CH:32]=2)=[CH:13][CH:14]=1)[CH2:2][CH2:3][CH3:4] |f:1.2|. Reported procedure: In toluene/ethanol/water (=10/1/1, 20.4 ml) was dissolved methyl 7-bromo-1-isopropyl-2,3-dihydro-1-benzazepine-4-carboxylate (0.50 g). To the solution were added 4-(2-butoxyethoxy)phenyl borate (0.48 g) and potassium carbonate (0.47 g), and the mixture was stirred for 30 minutes under argon atmosphere. To the mixture was added tetrakistriphenylphosphinepalladium (0.10 g), and the mixture was heated to reflux for 14 hours. After cooled to room temperature, the reaction solution was added to water...